From a dataset of the Open Reaction Database (ORD), a public repository of structured organic reaction records. describe an organic reaction: reactants, conditions, products, and yield Reactants: C(CCC)[C@@H]1CC[C@H](CC1)CCC(CO)CO (2-[2'-(trans-4"- butylcyclohexyl)ethyl]propane-1,3-diol), FC1=CC=C(C=O)C=C1 (4-fluorobenzaldehyde). Reagents/catalysts: CC=1C=CC(=CC1)S(=O)(=O)O (TsOH). The solvent is ClCCl (dichloromethane). Yields the product FC1=CC=C(C=C1)[C@@H]1OC[C@H](CO1)CC[C@@H]1CC[C@H](CC1)CCCC (trans-2-(4'-fluorophenyl)-5-[2'-(trans-4"-butylcyclohexyl)ethyl]-1,3-dioxane). The yield is 80.0%. RXN SMILES: [CH2:1]([C@H:5]1[CH2:10][CH2:9][C@H:8]([CH2:11][CH2:12][CH:13]([CH2:16][OH:17])[CH2:14][OH:15])[CH2:7][CH2:6]1)[CH2:2][CH2:3][CH3:4].[F:18][C:19]1[CH:26]=[CH:25][C:22]([CH:23]=O)=[CH:21][CH:20]=1>ClCCl.CC1C=CC(S(O)(=O)=O)=CC=1>[F:18][C:19]1[CH:26]=[CH:25][C:22]([C@H:23]2[O:15][CH2:14][C@H:13]([CH2:12][CH2:11][C@H:8]3[CH2:7][CH2:6][C@H:5]([CH2:1][CH2:2][CH2:3][CH3:4])[CH2:10][CH2:9]3)[CH2:16][O:17]2)=[CH:21][CH:20]=1. Reported procedure: A solution of 2.4 g (0.01 mol) of 2-[2'-(trans-4"- butylcyclohexyl)ethyl]propane-1,3-diol, 1.8 g (0.01 mol) of 4-fluorobenzaldehyde (manufactured by Aldrich) and 0.1 g of TsOH in 50 cm3 of dichloromethane was refluxed for 3 hours over a hot water bath with a Dean-Stark trap. The resulting solution was washed with water and the dichloromethane was distilled off. The residue was recrystallized from a solvent mixture of acetone and methanol to yield 3.0 g (0.008 mol) of trans-2-(4'-fluorophenyl)-5-... Starting materials: [BH4-], CO, COC(=O)COCC=CC=O, [Na+]. The product is COC(=O)COCC=CCO. RXN SMILES: [BH4-:12].[CH3:14][OH:15].[CH3:1][O:2][C:3]([CH2:4][O:5][CH2:6][CH:7]=[CH:8][CH:9]=[O:10])=[O:11].[Na+:13]>>[CH3:1][O:2][C:3]([CH2:4][O:5][CH2:6][CH:7]=[CH:8][CH2:9][OH:10])=[O:11].